This data is from the Open Reaction Database (ORD), a public repository of structured organic reaction records. The task is: describe an organic reaction: reactants, conditions, products, and yield Starting materials: C1CCOC1, OCc1cncc(Cl)c1, CC(C)OC(=O)N=NC(=O)OC(C)C, O, COC(=O)c1ccc(O)cc1, c1ccc(P(c2ccccc2)c2ccccc2)cc1. Product: COC(=O)c1ccc(OCc2cncc(Cl)c2)cc1. Reaction SMILES: [CH2:54]1[O:55][CH2:56][CH2:57][CH2:58]1.[Cl:26][c:27]1[cH:28][c:29]([CH2:33][OH:34])[cH:30][n:31][cH:32]1.[O:1]=[C:2]([O:3][CH:4]([CH3:5])[CH3:6])[N:7]=[N:8][C:9]([O:10][CH:11]([CH3:12])[CH3:13])=[O:14].[OH2:59].[OH:15][c:16]1[cH:17][cH:18][c:19]([C:20](=[O:21])[O:22][CH3:23])[cH:24][cH:25]1.[c:35]1([P:36]([c:37]2[cH:38][cH:39][cH:40][cH:41][cH:42]2)[c:43]2[cH:44][cH:45][cH:46][cH:47][cH:48]2)[cH:49][cH:50][cH:51][cH:52][cH:53]1>>[O:15]([c:16]1[cH:17][cH:18][c:19]([C:20](=[O:21])[O:22][CH3:23])[cH:24][cH:25]1)[CH2:33][c:29]1[cH:28][c:27]([Cl:26])[cH:32][n:31][cH:30]1. Starting materials: FC(COC1C(C1C(=O)O)(C)C)(F)F (3-(2,2,2-trifluoroethoxy)-2,2-dimethylcyclopropanecarboxylic acid), C([O-])([O-])=O.[K+].[K+] (potassium carbonate), O(C1=CC=CC=C1)C=1C=C(CBr)C=CC1 (m-phenoxybenzyl bromide). Run in CN(C)C=O (DMF). Run at time 15 hour. Product: FC(COC1C(C1C(=O)OCC1=CC(=CC=C1)OC1=CC=CC=C1)(C)C)(F)F (m-phenoxybenzyl 3-(2,2,2-trifluoroethoxy)-2,2-dimethylcyclopropanecarboxylate). RXN SMILES: [F:1][C:2]([F:14])([F:13])[CH2:3][O:4][CH:5]1[CH:7]([C:8]([OH:10])=[O:9])[C:6]1([CH3:12])[CH3:11].C(=O)([O-])[O-].[K+].[K+].[O:21]([C:28]1[CH:29]=[C:30]([CH:33]=[CH:34][CH:35]=1)[CH2:31]Br)[C:22]1[CH:27]=[CH:26][CH:25]=[CH:24][CH:23]=1>CN(C=O)C>[F:1][C:2]([F:13])([F:14])[CH2:3][O:4][CH:5]1[CH:7]([C:8]([O:10][CH2:31][C:30]2[CH:33]=[CH:34][CH:35]=[C:28]([O:21][C:22]3[CH:27]=[CH:26][CH:25]=[CH:24][CH:23]=3)[CH:29]=2)=[O:9])[C:6]1([CH3:11])[CH3:12] |f:1.2.3|. Procedure details: To 10 ml DMF is added 0.88 g 3-(2,2,2-trifluoroethoxy)-2,2-dimethylcyclopropanecarboxylic acid (4.l4 mmol) and 1.146 g potassium carbonate (8.29 mmol), after which is added 12 g m-phenoxybenzyl bromide. This mixture is stirred under nitrogen for 15 hr. The reaction mixture is extracted with ether and the ether phase is washed with water (3X) and brine, and dried over sodium sulfate. The solvent is then removed to yield m-phenoxybenzyl 3-(2,2,2-trifluoroethoxy)-2,2-dimethylcyclopropanecarboxylate... Starting materials: COC(=O)C1=NC=C(N=C1)Cl (5-chloro-pyrazine-2-carboxylic acid methyl ester), O.NN (hydrazine monohydrate). Solvent: CO (methanol). Yields the product ClC=1N=CC(=NC1)C(=O)NN (5-Chloro-pyrazine-2-carboxylic acid hydrazide). As a reaction SMILES: C[O:2][C:3]([C:5]1[CH:10]=[N:9][C:8]([Cl:11])=[CH:7][N:6]=1)=O.O.[NH2:13][NH2:14]>CO>[Cl:11][C:8]1[N:9]=[CH:10][C:5]([C:3]([NH:13][NH2:14])=[O:2])=[N:6][CH:7]=1 |f:1.2|. Reported procedure: 5-chloro-pyrazine-2-carboxylic acid methyl ester (10.02 g, 58.25 mmol) and hydrazine monohydrate (12.5 mL, 250 mmol) were dissolved in methanol (400 mL) and the reaction mixture heated to reflux for 48 hours. The reaction mixture was then filtered and the precipitate collected dried in vacuo to yield the title compound, 5.01 g (50%). Reactants: NC1=C(C=CC=C1)/C(/C)=N/O ((E)-1-(2-aminophenyl)ethanone oxime), ClCCCO (3-chloropropan-1-ol). The product is OCCCO\N=C(/C)\C1=C(C=CC=C1)N ((E)-1-(2-aminophenyl)ethanone O-3-hydroxypropyl oxime). As a reaction SMILES: [NH2:1][C:2]1[CH:7]=[CH:6][CH:5]=[CH:4][C:3]=1/[C:8](=[N:10]/[OH:11])/[CH3:9].Cl[CH2:13][CH2:14][CH2:15][OH:16]>>[OH:16][CH2:15][CH2:14][CH2:13][O:11]/[N:10]=[C:8](/[C:3]1[CH:4]=[CH:5][CH:6]=[CH:7][C:2]=1[NH2:1])\[CH3:9]. Procedure details: In Scheme 3, Compound (α1) is reacted with hydroxylamine hydrochloride to obtain (E)-1-(2-aminophenyl)ethanone oxime (Compound (a4)). Compound (a4) is reacted with 3-chloropropan-1-ol to obtain (E)-1-(2-aminophenyl)ethanone O-3-hydroxypropyl oxime (Compound (a5)). Compound (a5) is then reacted with p-pivaloyloxybenzenesulfonyl chloride to obtain the compound of formula (I). The following Compound (7) in Preparation Examples 6 was prepared using Scheme 3.